From a dataset of the Open Reaction Database (ORD), a public repository of structured organic reaction records. describe an organic reaction: reactants, conditions, products, and yield Starting materials: Cl.NO (hydroxylamine hydrochloride), C(=O)([O-])[O-].[Na+].[Na+] (Na2CO3), O1C=CC2=C1C=CC(=C2)C#N (benzofuran-5-carbonitrile). Solvent: CCO (EtOH). Run at temperature 75 celsius, time 8 hour. The product is ONC(=N)C=1C=CC2=C(C=CO2)C1 (N-hydroxybenzofuran-5-carboximidamide). Isolated yield 172.6%. As a reaction SMILES: [O:1]1[C:5]2[CH:6]=[CH:7][C:8]([C:10]#[N:11])=[CH:9][C:4]=2[CH:3]=[CH:2]1.Cl.[NH2:13][OH:14].C([O-])([O-])=O.[Na+].[Na+]>CCO>[OH:14][NH:13][C:10]([C:8]1[CH:7]=[CH:6][C:5]2[O:1][CH:2]=[CH:3][C:4]=2[CH:9]=1)=[NH:11] |f:1.2,3.4.5|. Procedure: Prepared using General Procedure 1. To a flask containing benzofuran-5-carbonitrile (200 mg, 0.73 mmol) was added EtOH (6 mL), hydroxylamine hydrochloride (176.7 mg, 2.54 mmol) and Na2CO3 (154 mg, 1.42 mmol). The mixture was stirred at 75° C. overnight then concentrated, re-dissolved in DCM and washed with NaHCO3. The combined organic layers were dried over Na2SO4, and concentrated to provide 222 mg of crude N-hydroxybenzofuran-5-carboximidamide INT-68 as a white solid which was used directly in... The reactants are substituted piperazine, solution, Cl (HCl), ClC1=CC=C(C=C1)N1CCNCC1 (1-(4-chlorophenyl)piperazine), ClC1=CC=C(CCl)C=C1 (4-chlorobenzyl chloride), C([O-])([O-])=O.[K+].[K+] (potassium carbonate). Run in C(C)(C)O (isopropanol), CCOCC (ether), CCOCC (ether), O (water), C(C)#N (acetonitrile). Yields the product Cl.Cl.ClC1=CC=C(C=C1)N1CCN(CC1)CC1=CC=C(C=C1)Cl (1-(4-chlorophenyl)-4-(4-chlorobenzyl)piperazine dihydrochloride). RXN SMILES: [Cl:1][C:2]1[CH:7]=[CH:6][C:5]([N:8]2[CH2:13][CH2:12][NH:11][CH2:10][CH2:9]2)=[CH:4][CH:3]=1.[Cl:14][C:15]1[CH:22]=[CH:21][C:18]([CH2:19]Cl)=[CH:17][CH:16]=1.C(=O)([O-])[O-].[K+].[K+].Cl>C(#N)C.C(O)(C)C.CCOCC.O>[ClH:1].[ClH:14].[Cl:1][C:2]1[CH:3]=[CH:4][C:5]([N:8]2[CH2:13][CH2:12][N:11]([CH2:19][C:18]3[CH:21]=[CH:22][C:15]([Cl:14])=[CH:16][CH:17]=3)[CH2:10][CH2:9]2)=[CH:6][CH:7]=1 |f:2.3.4,10.11.12|. Procedure details: A mixture of 1-(4-chlorophenyl)piperazine (1.61 g, 0.01 mole), 4-chlorobenzyl chloride (2.10 g, 0.01 mole) and potassium carbonate (2 g) in acetonitrile (40 mL) is heated at reflux for 6 hours under a nitrogen atmosphere. After cooling, the reaction mixture is poured into water (50 mL) and ether (50 mL). The aqueous layer is discarded and the organic layer is extracted with 1 N aqueous hydrochloric acid solution. The acidic extract is neutralized with 6 N ammonium hydoxide solution and extracted... Reactants: C(C1=CC=CC=C1)(=O)Cl (benzoyl chloride), N#CN.[Na] (monosodium cyanamide). Run in C(C)OCC (diethyl ether), CCOCC (ether). Conditions: time 8 hour. Product: C(C1=CC=CC=C1)(=O)NC#N (Benzoylcyanamide). Isolated yield 89.6%. Reaction SMILES: [C:1](Cl)(=[O:8])[C:2]1[CH:7]=[CH:6][CH:5]=[CH:4][CH:3]=1.[N:10]#[C:11][NH2:12].[Na]>C(OCC)C>[C:1]([NH:12][C:11]#[N:10])(=[O:8])[C:2]1[CH:7]=[CH:6][CH:5]=[CH:4][CH:3]=1 |f:1.2,^1:12|. Procedure: Benzoylcyanamide was prepared by the addition of benzoyl chloride (6.33 g, 0.045 mol) in 100 ml of diethyl ether to a suspension of monosodium cyanamide (5.76 g, 0.090 mol) in 100 ml of ether at 4° C. The reaction was stirred overnight at room temperature and the pale yellow solid which formed was collected and dissolved in water. On acidification of the solution to pH 1, a precipitate formed which was collected and recrystallized from ethyl acetate (EtOAc)/petroleum ether (30-60° C) to give 2 (... Starting materials: CCCCCCCCCCCCOc1ccc(C(=O)C(=O)c2ccc(O[Si](C)(C)C(C)(C)C)cc2)cc1OCCCCCCCCCCCC, C1CCOC1, O. Yields the product CCCCCCCCCCCCOc1ccc(C(=O)C(=O)c2ccc(O)cc2)cc1OCCCCCCCCCCCC. As a reaction SMILES: [CH2:1]([CH2:2][CH2:3][CH2:4][CH2:5][CH2:6][CH2:7][CH2:8][CH2:9][CH2:10][CH2:11][CH3:12])[O:13][c:14]1[cH:15][c:16]([C:33]([C:34](=[O:35])[c:36]2[cH:37][cH:38][c:39]([O:42][Si:43]([C:44]([CH3:45])([CH3:46])[CH3:47])([CH3:48])[CH3:49])[cH:40][cH:41]2)=[O:50])[cH:17][cH:18][c:19]1[O:20][CH2:21][CH2:22][CH2:23][CH2:24][CH2:25][CH2:26][CH2:27][CH2:28][CH2:29][CH2:30][CH2:31][CH3:32].[CH2:52]1[O:53][CH2:54][CH2:55][CH2:56]1.[OH2:51]>>[CH2:1]([CH2:2][CH2:3][CH2:4][CH2:5][CH2:6][CH2:7][CH2:8][CH2:9][CH2:10][CH2:11][CH3:12])[O:13][c:14]1[cH:15][c:16]([C:33]([C:34](=[O:35])[c:36]2[cH:37][cH:38][c:39]([OH:42])[cH:40][cH:41]2)=[O:50])[cH:17][cH:18][c:19]1[O:20][CH2:21][CH2:22][CH2:23][CH2:24][CH2:25][CH2:26][CH2:27][CH2:28][CH2:29][CH2:30][CH2:31][CH3:32].